This data is from the Open Reaction Database (ORD), a public repository of structured organic reaction records. The task is: describe an organic reaction: reactants, conditions, products, and yield The reactants are ClC=1C=C(C=CC1)[Mg]Br ((3-chlorophenyl) magnesium bromide), Cl (HCl), ClCCC(=O)Cl (3-chloropropanoyl chloride). Reagents/catalysts: [Cl-].[Zn+2].[Cl-] (zinc chloride), C=1C=CC(=CC1)[P](C=2C=CC=CC2)(C=3C=CC=CC3)[Pd]([P](C=4C=CC=CC4)(C=5C=CC=CC5)C=6C=CC=CC6)([P](C=7C=CC=CC7)(C=8C=CC=CC8)C=9C=CC=CC9)[P](C=1C=CC=CC1)(C=1C=CC=CC1)C=1C=CC=CC1 (Pd(PPh3)4). The solvent is C1CCOC1 (THF). Run at time 20 minute. The product is ClCCC(=O)C1=CC(=CC=C1)Cl (3-Chloro-1-(3-chlorophenyl)propan-1-one). The yield is 31.3%. Reaction SMILES: [Cl:1][C:2]1[CH:3]=[C:4]([Mg]Br)[CH:5]=[CH:6][CH:7]=1.[Cl:10][CH2:11][CH2:12][C:13](Cl)=[O:14].Cl>C1COCC1.[Cl-].[Zn+2].[Cl-].C1C=CC([P]([Pd]([P](C2C=CC=CC=2)(C2C=CC=CC=2)C2C=CC=CC=2)([P](C2C=CC=CC=2)(C2C=CC=CC=2)C2C=CC=CC=2)[P](C2C=CC=CC=2)(C2C=CC=CC=2)C2C=CC=CC=2)(C2C=CC=CC=2)C2C=CC=CC=2)=CC=1>[Cl:10][CH2:11][CH2:12][C:13]([C:4]1[CH:5]=[CH:6][CH:7]=[C:2]([Cl:1])[CH:3]=1)=[O:14] |f:4.5.6,^1:28,30,49,68|. Procedure: To a solution of zinc chloride (0.5 M in THF, 20.40 mL, 10.20 mmol) was added a solution of (3-chlorophenyl) magnesium bromide (0.5 M in THF, 20.00 mL, 10 mmol) and the mixture was stirred at ambient temperature for 20 min. Pd(PPh3)4 (578 mg, 0.500 mmol) was added to the above mixture and the reaction was then cooled to 0° C. A solution of 3-chloropropanoyl chloride (1.008 mL, 10.50 mmol) in THF (anhydrous) (10 mL) was added and the reaction was stirred at 0° C. for 2 h. After this time, the mix... The reactants are COCOC1=CC=C(C=C1)C1=NOC(=C1C1=CC=CC=C1)C1(CC1)COS(=O)(=O)C (methanesulfonic acid 1-[3-(4-methoxymethoxy-phenyl)-4-phenyl-isoxazol-5-yl]-cyclopropylmethyl ester), intermediate, [C-]#N.[K+] (potassium cyanide). Run in CN(C=O)C (N,N-dimethylformamide), C(C)(=O)OCC (ethyl acetate). Conditions: temperature 80 celsius, time 5 hour. Yields the product COCOC1=CC=C(C=C1)C1=NOC(=C1C1=CC=CC=C1)C1(CC1)CC#N ({1-[3-(4-methoxymethoxy-phenyl)-4-phenyl-isoxazol-5-yl]-cyclopropyl}-acetonitrile). Yield: 100.6%. As a reaction SMILES: [CH3:1][O:2][CH2:3][O:4][C:5]1[CH:10]=[CH:9][C:8]([C:11]2[C:15]([C:16]3[CH:21]=[CH:20][CH:19]=[CH:18][CH:17]=3)=[C:14]([C:22]3([CH2:25]OS(C)(=O)=O)[CH2:24][CH2:23]3)[O:13][N:12]=2)=[CH:7][CH:6]=1.[C-:31]#[N:32].[K+]>CN(C)C=O.C(OCC)(=O)C>[CH3:1][O:2][CH2:3][O:4][C:5]1[CH:6]=[CH:7][C:8]([C:11]2[C:15]([C:16]3[CH:17]=[CH:18][CH:19]=[CH:20][CH:21]=3)=[C:14]([C:22]3([CH2:25][C:31]#[N:32])[CH2:23][CH2:24]3)[O:13][N:12]=2)=[CH:9][CH:10]=1 |f:1.2|. Procedure: To a mixture consisting of methanesulfonic acid 1-[3-(4-methoxymethoxy-phenyl)-4-phenyl-isoxazol-5-yl]-cyclopropylmethyl ester (synthetic intermediate prepared in Example 11, Step iv, 0.45 g) in N,N-dimethylformamide (4 mL) is added potassium cyanide (0.17 g.) The mixture is stirred at 80° C. for five hours and is subsequently diluted with ethyl acetate (30 mL.) The mixture is sequentially washed with water (15 mL) and brine solution (15 mL), dried over anhydrous sodium sulfate, filtered, and co...